From a dataset of the Open Reaction Database (ORD), a public repository of structured organic reaction records. describe an organic reaction: reactants, conditions, products, and yield Reactants: CN[C@@H]1C[C@H]2O[C@@](C)([C@@H]1OC)n1c3ccccc3c3c4c(c5c6ccccc6n2c5c31)C(=O)NC4 (staurosporine), O=Cc1ccc(cc1)c2nn[nH]n2. The reagents and catalysts are CC(C)[O-].CC(C)[O-].CC(C)[O-].CC(C)[O-].[Ti+4] (Ti(OiPr)4), CC(=O)O (acetic acid), CC(=O)O[BH-](OC(C)=O)OC(C)=O.[Na+] (Sodium triacetoxyborohydride). The solvent is CN1CCCC1=O (NMP), CN1CCCC1=O (NMP), CN1CCCC1=O (NMP), CN1CCCC1=O (NMP), CN1CCCC1=O (NMP), CN1CCCC1=O (NMP), CN1CCCC1=O (NMP). Run at temperature 22 celsius, time 18 hour. Product: CO[C@@H]1[C@@H](C[C@H]2O[C@]1(C)n3c4ccccc4c5c6CNC(=O)c6c7c8ccccc8n2c7c35)N(C)Cc9ccc(cc9)c%10nn[nH]n%10, CN[C@@H]1C[C@H]2O[C@@](C)([C@@H]1OC)n1c3ccccc3c3c4c(c5c6ccccc6n2c5c31)C(=O)NC4 (Staurosporine), O=Cc1ccc(cc1)c2nn[nH]n2. Starting materials: C1=CC2=C(C=C1C=O)OCO2 (piperonal), [OH-].[Na+] (sodium hydroxide), O (water), CC(=O)C (acetone), C(C)(=O)O (acetic acid). Yields the product CC(=O)/C=C/C1=CC2=C(C=C1)OCO2 (piperonalacetone). RXN SMILES: [CH:1]1[C:6]([CH:7]=O)=[CH:5][C:4]2[O:9][CH2:10][O:11][C:3]=2[CH:2]=1.[OH-].[Na+].O.C(O)(=O)C.[CH3:19][C:20]([CH3:22])=[O:21]>>[CH3:19][C:20](/[CH:22]=[CH:7]/[C:6]1[CH:1]=[CH:2][C:3]2[O:11][CH2:10][O:9][C:4]=2[CH:5]=1)=[O:21] |f:1.2|. Reported procedure: A solution of 100 g piperonal in 900 ml acetone was stirred at room temperature with 15 ml of 10% aqueous sodium hydroxide and 30 ml of water. After 3 hours 5 ml of acetic acid was added and the reaction mixture was evaporated. The residue was recrystallized from methanol and dried in vacuo to yield 60 g of piperonalacetone, m.p. 104°-105° C. (EtoAc). Reactants: C1CCOC1, [Li]CCCC, CC(C)(C)[Si](C)(C)OCc1cn(COCC[Si](C)(C)C)cn1, CCOC(=O)Cl. The product is CCOC(=O)c1nc(CO[Si](C)(C)C(C)(C)C)cn1COCC[Si](C)(C)C. As a reaction SMILES: [CH2:34]1[O:35][CH2:36][CH2:37][CH2:38]1.[CH3:1][CH2:2][CH2:3][CH2:4][Li:5].[CH3:6][C:7]([CH3:8])([CH3:9])[Si:10]([O:11][CH2:12][c:13]1[n:14][cH:15][n:16]([CH2:18][O:19][CH2:20][CH2:21][Si:22]([CH3:23])([CH3:24])[CH3:25])[cH:17]1)([CH3:26])[CH3:27].[Cl:28][C:29](=[O:30])[O:31][CH2:32][CH3:33]>>[CH3:6][C:7]([CH3:8])([CH3:9])[Si:10]([O:11][CH2:12][c:13]1[n:14][c:15]([C:29](=[O:30])[O:31][CH2:32][CH3:33])[n:16]([CH2:18][O:19][CH2:20][CH2:21][Si:22]([CH3:23])([CH3:24])[CH3:25])[cH:17]1)([CH3:26])[CH3:27]. Reaction SMILES: [C:1](=[O:2])([O:3][CH2:4][c:5]1[cH:6][cH:7][cH:8][cH:9][cH:10]1)[c:11]1[s:12][c:13]([C:27]([CH3:28])([CH3:29])[CH3:30])[cH:14][c:15]1[NH:16][C:17](=[O:18])[NH:19][c:20]1[cH:21][cH:22][c:23]([CH3:26])[cH:24][cH:25]1.[CH3:31][CH2:32][OH:33]>>[C:1](=[O:2])([OH:3])[c:11]1[s:12][c:13]([C:27]([CH3:28])([CH3:29])[CH3:30])[cH:14][c:15]1[NH:16][C:17](=[O:18])[NH:19][c:20]1[cH:21][cH:22][c:23]([CH3:26])[cH:24][cH:25]1. Starting materials: Cc1ccc(NC(=O)Nc2cc(C(C)(C)C)sc2C(=O)OCc2ccccc2)cc1, CCO. Yields the product Cc1ccc(NC(=O)Nc2cc(C(C)(C)C)sc2C(=O)O)cc1. Starting materials: C(C)=O (acetaldehyde), C(C)=O (acetaldehyde), Mg, ice-salt, CCOCC (ether), Mg, [NH4+].[Cl-] (NH4Cl), BrC=1C=CC2=C(C(CO2)(C)C)C1 (5-Bromo-2,3-dihydro-3,3-dimethylbenzofuran). The solvent is C1CCOC1 (THF), C1CCOC1 (THF), C1CCOC1 (THF), C1CCOC1 (THF), C1CCOC1 (THF). Product: CC1(COC2=C1C=C(C=C2)C(C)O)C (1-(2,3-Dihydro-3,3-dimethyl-5-benzofuranyl)ethanol). The yield is 682.0%. As a reaction SMILES: [CH3:1][CH2:2][O:3]CC.Br[C:7]1[CH:8]=[CH:9][C:10]2[O:14][CH2:13][C:12]([CH3:16])([CH3:15])[C:11]=2[CH:17]=1.C(=O)C.[NH4+].[Cl-]>C1COCC1>[CH3:15][C:12]1([CH3:16])[C:11]2[CH:17]=[C:7]([CH:2]([OH:3])[CH3:1])[CH:8]=[CH:9][C:10]=2[O:14][CH2:13]1 |f:3.4|. Procedure details: A mixture of the precursor ether (0.21 g. 0.9 mmol), Mg turnings (1.0 g 0.041 g at) and dry THF (2 mL) was heated (heat gun) under N2 until the mixture turned cloudy (ca 15 min). Dry THF (15 mL) was added to the mixture which was then heated to reflux. A solution of ether (42) (2.92 g, 12.9 mmol) in dry THF (25 mL) was added dropwise to the vigorously stirred mixture over a period of 0.75 hours. After vigorous stirring at reflux for 2.75 hours, another 0.25 g (0.010 g at) of Mg turnings were add... Procedure details: A solution of (S)-5-chloro-1-(cyclopropyl-2-hydroxyethyl)-3-(6-methoxy-2,5-dimethylpyridin-3-ylamino)pyrazin-2(1H)-one (20 mg, 0.055 mmol) from Part M in THF (1 mL) at 0° C. was treated with NaH (7 mg, 0.275 mmol, prewashed with hexanes). The cooling bath was removed and the mixture was allowed to warm to room temperature and was stirred at room temperature for 30 min. The reaction mixture was cooled to 0° C. and a solution of phenyl isocyanate (9 μL, 0.083 mmol) in 0.5 mL THF was added via cann... Reaction conditions: time 30 minute. The reactants are ClC=1N=C(C(N(C1)C[C@@H](O)C1CC1)=O)NC=1C(=NC(=C(C1)C)OC)C ((S)-5-chloro-1-(cyclopropyl-2-hydroxyethyl)-3-(6-methoxy-2,5-dimethylpyridin-3-ylamino)pyrazin-2(1H)-one), [H-].[Na+] (NaH), C1CCOC1 (THF), C1(=CC=CC=C1)N=C=O (phenyl isocyanate), C1CCOC1 (THF). The yield is 52.0%. RXN SMILES: [Cl:1][C:2]1[N:3]=[C:4]([NH:15][C:16]2[C:17]([CH3:25])=[N:18][C:19]([O:23][CH3:24])=[C:20]([CH3:22])[CH:21]=2)[C:5](=[O:14])[N:6]([CH2:8][C@H:9](C2CC2)[OH:10])[CH:7]=1.[H-].[Na+].[C:28]1([N:34]=[C:35]=[O:36])[CH:33]=[CH:32][CH:31]=[CH:30][CH:29]=1.[CH2:37]1[CH2:41]OC[CH2:38]1>>[C:28]1([NH:34][C:35](=[O:36])[O:10][CH2:9][C@@H:8]([N:6]2[CH:7]=[C:2]([Cl:1])[N:3]=[C:4]([NH:15][C:16]3[C:17]([CH3:25])=[N:18][C:19]([O:23][CH3:24])=[C:20]([CH3:22])[CH:21]=3)[C:5]2=[O:14])[CH:38]2[CH2:37][CH2:41]2)[CH:33]=[CH:32][CH:31]=[CH:30][CH:29]=1 |f:1.2|. Yields the product C1(=CC=CC=C1)NC(OC[C@H](C1CC1)N1C(C(=NC(=C1)Cl)NC=1C(=NC(=C(C1)C)OC)C)=O)=O ((S)-2-(5-chloro-3-(6-methoxy-2,5-dimethylpyridin-3-ylamino)-2-oxopyrazin-1(2H)-yl)-2-cyclopropylethyl phenylcarbamate). The reactants are OC1=CC=C(C2OC3=CC(=CC(=C3C(C2)=O)O)O)C=C1 (4',5,7-Trihydroxyflavanone), C(C)(=O)OC(C)=O (acetic anhydride). The reagents and catalysts are S(O)(O)(=O)=O (sulphuric acid). The solvent is O (water). The product is C(C)(=O)OC1=CC=C(C2OC3=CC(=CC(=C3C(C2)=O)OC(C)=O)OC(C)=O)C=C1 (4',5,7-Triacetoxyflavanone). RXN SMILES: [OH:1][C:2]1[CH:20]=[CH:19][C:5]([CH:6]2[CH2:15][C:14](=[O:16])[C:13]3[C:8](=[CH:9][C:10]([OH:18])=[CH:11][C:12]=3[OH:17])[O:7]2)=[CH:4][CH:3]=1.C(O[C:25](=[O:27])[CH3:26])(=O)C>S(=O)(=O)(O)O.O>[C:2]([O:1][C:2]1[CH:20]=[CH:19][C:5]([CH:6]2[CH2:15][C:14](=[O:16])[C:13]3[C:8](=[CH:9][C:10]([O:18][C:25](=[O:27])[CH3:26])=[CH:11][C:12]=3[O:17][C:6](=[O:7])[CH3:5])[O:7]2)=[CH:4][CH:3]=1)(=[O:1])[CH3:3]. Procedure: 4',5,7-Trihydroxyflavanone (10.5 g) was stirred with acetic anhydride (50 ml) and sulphuric acid (5 drops) for 2 hr at room temperature, then poured into iced water. The product was extracted into ether and the extracted washed with water, followed by sodium bicarbonate solution. 4',5,7-Triacetoxyflavanone was obtained on evaporation of the ether, and this was dissolved in a mixture of tetrahydrofuran (250 ml) and ethanol (250 ml). Sodium borohydride (1.2 g) was added over 5 min, and the solutio...